Dataset: the Open Reaction Database (ORD), a public repository of structured organic reaction records. Task: describe an organic reaction: reactants, conditions, products, and yield The reactants are I.CSC(NC1=C(C=CC=C1C)N1CCOCC1)=NC (2-methyl-1-(6-methyl-2-morpholinophenyl)-3-methyl-2-thiopseudourea hydroiodide), C(CCC)N (n-butylamine), [OH-].[K+] (Potassium hydroxide), O.O.O.C(C)(=O)[O-].[Pb+2].C(C)(=O)[O-] (lead acetate trihydrate). The solvent is C(C)O (ethanol). Conditions: time 60 day. Product: C(CCC)NC(=NC1=C(C=CC=C1C)N1CCOCC1)NC (1-(n-butyl)-2-(6-methyl-2-morpholinophenyl)-3-methylguanidine). RXN SMILES: I.CS[C:4](=[N:19][CH3:20])[NH:5][C:6]1[C:11]([CH3:12])=[CH:10][CH:9]=[CH:8][C:7]=1[N:13]1[CH2:18][CH2:17][O:16][CH2:15][CH2:14]1.[CH2:21]([NH2:25])[CH2:22][CH2:23][CH3:24].[OH-].[K+].O.O.O.C([O-])(=O)C.[Pb+2].C([O-])(=O)C>C(O)C>[CH2:21]([NH:25][C:4]([NH:19][CH3:20])=[N:5][C:6]1[C:11]([CH3:12])=[CH:10][CH:9]=[CH:8][C:7]=1[N:13]1[CH2:18][CH2:17][O:16][CH2:15][CH2:14]1)[CH2:22][CH2:23][CH3:24] |f:0.1,3.4,5.6.7.8.9.10|. Procedure: A mixture of 2-methyl-1-(6-methyl-2-morpholinophenyl)-3-methyl-2-thiopseudourea hydroiodide (17.8 g), n-butylamine (6.4 g) and ethanol (60 ml) was stored at ambient temperature for 60 days. Potassium hydroxide (2.2 g) and then lead acetate trihydrate (7.6 g) were added and the mixture was heated under reflux for 5 hours to yield 1-(n-butyl)-2-(6-methyl-2-morpholinophenyl)-3-methylguanidine which was converted into its monofumarate salt (m.p. 203°-204° C.) which was recrystallised from a 1:2 mixt... The reactants are COC(CC=1C=C(C(=CC1)OC)C1=C(C=C(C=C1)C(F)(F)F)CNCC)=O ((2′-ethylaminomethyl-6-methoxy-4′-trifluoromethyl-biphenyl-3-yl)-acetic acid methyl ester), C1(CC1)C(=O)Cl (cyclopropanecarbonyl chloride). Product: COC(CC=1C=C(C(=CC1)OC)C1=C(C=C(C=C1)C(F)(F)F)CN(CC)C(=O)C1CC1)=O ({2′-[(Cyclopropanecarbonyl-ethyl-amino)-methyl]-6-methoxy-4′-trifluoromethyl-biphenyl-3-yl}-acetic acid methyl ester). As a reaction SMILES: [CH3:1][O:2][C:3](=[O:27])[CH2:4][C:5]1[CH:6]=[C:7]([C:13]2[CH:18]=[CH:17][C:16]([C:19]([F:22])([F:21])[F:20])=[CH:15][C:14]=2[CH2:23][NH:24][CH2:25][CH3:26])[C:8]([O:11][CH3:12])=[CH:9][CH:10]=1.[CH:28]1([C:31](Cl)=[O:32])[CH2:30][CH2:29]1>>[CH3:1][O:2][C:3](=[O:27])[CH2:4][C:5]1[CH:6]=[C:7]([C:13]2[CH:18]=[CH:17][C:16]([C:19]([F:21])([F:20])[F:22])=[CH:15][C:14]=2[CH2:23][N:24]([C:31]([CH:28]2[CH2:30][CH2:29]2)=[O:32])[CH2:25][CH3:26])[C:8]([O:11][CH3:12])=[CH:9][CH:10]=1. Reported procedure: Prepared according to the procedure described in Example 1, Step 6, using the following starting materials: (2′-ethylaminomethyl-6-methoxy-4′-trifluoromethyl-biphenyl-3-yl)-acetic acid methyl ester and cyclopropanecarbonyl chloride. Reaction SMILES: [Br-:1].[C:2](=[O:3])([O:4][CH3:5])[c:6]1[cH:7][cH:8][c:9]([CH2:10][P+:11]([c:12]2[cH:13][cH:14][cH:15][cH:16][cH:17]2)([c:18]2[cH:19][cH:20][cH:21][cH:22][cH:23]2)[c:24]2[cH:25][cH:26][cH:27][cH:28][cH:29]2)[cH:30][cH:31]1.[CH3:32][C:33]([CH3:34])([O-:35])[CH3:36].[CH:38]1([CH:44]([CH:45]=[O:46])[n:47]2[c:48](-[c:58]3[c:59]([O:66][CH3:67])[n:60][c:61]([O:64][CH3:65])[cH:62][cH:63]3)[n:49][c:50]3[c:51]2[cH:52][c:53]([F:57])[c:54]([F:56])[cH:55]3)[CH2:39][CH2:40][CH2:41][CH2:42][CH2:43]1.[K+:37].[O:68]1[CH2:69][CH2:70][CH2:71][CH2:72]1>>[C:2](=[O:3])([O:4][CH3:5])[c:6]1[cH:7][cH:8][c:9]([CH:10]=[CH:45][CH:44]([CH:38]2[CH2:39][CH2:40][CH2:41][CH2:42][CH2:43]2)[n:47]2[c:48](-[c:58]3[c:59]([O:66][CH3:67])[n:60][c:61]([O:64][CH3:65])[cH:62][cH:63]3)[n:49][c:50]3[c:51]2[cH:52][c:53]([F:57])[c:54]([F:56])[cH:55]3)[cH:30][cH:31]1. Yields the product COC(=O)c1ccc(C=CC(C2CCCCC2)n2c(-c3ccc(OC)nc3OC)nc3cc(F)c(F)cc32)cc1. The reactants are [Br-], COC(=O)c1ccc(C[P+](c2ccccc2)(c2ccccc2)c2ccccc2)cc1, CC(C)(C)[O-], COc1ccc(-c2nc3cc(F)c(F)cc3n2C(C=O)C2CCCCC2)c(OC)n1, [K+], C1CCOC1.